Task: describe an organic reaction: reactants, conditions, products, and yield. Dataset: the Open Reaction Database (ORD), a public repository of structured organic reaction records Starting materials: ClC1=CC=C(C=N1)C1C2=C(N(C(N1)=O)C1=CC(=CC=C1)C(F)(F)F)CCC2=O (4-(6-chloropyridin-3-yl)-1-(3-(trifluoro-methyl)phenyl)-3,4,6,7-tetrahydro-1H-cyclopenta[d]pyrimidine-2,5-dione), intermediate 11, CN(C=O)C (N,N-dimethylformamide). Reagents/catalysts: [C-]#N.[Zn+2].[C-]#N (zinc cyanide), [Pd].C1(=CC=CC=C1)P(C1=CC=CC=C1)C1=CC=CC=C1.C1(=CC=CC=C1)P(C1=CC=CC=C1)C1=CC=CC=C1.C1(=CC=CC=C1)P(C1=CC=CC=C1)C1=CC=CC=C1.C1(=CC=CC=C1)P(C1=CC=CC=C1)C1=CC=CC=C1 (tetrakis(triphenylphosphine)-palladium(0)). Product: O=C1NC(C2=C(N1C1=CC(=CC=C1)C(F)(F)F)CCC2=O)C=2C=CC(=NC2)C#N (5-(2,5-Dioxo-1-(3-(trifluoromethyl)phenyl)-2,3,4,5,6,7-hexahydro-1H-cyclopenta[d]-pyrimidin-4-yl)picolinonitrile). Reaction SMILES: Cl[C:2]1[N:7]=[CH:6][C:5]([CH:8]2[NH:13][C:12](=[O:14])[N:11]([C:15]3[CH:20]=[CH:19][CH:18]=[C:17]([C:21]([F:24])([F:23])[F:22])[CH:16]=3)[C:10]3[CH2:25][CH2:26][C:27](=[O:28])[C:9]2=3)=[CH:4][CH:3]=1.[CH3:29][N:30](C)C=O>[C-]#N.[Zn+2].[C-]#N.[Pd].C1(P(C2C=CC=CC=2)C2C=CC=CC=2)C=CC=CC=1.C1(P(C2C=CC=CC=2)C2C=CC=CC=2)C=CC=CC=1.C1(P(C2C=CC=CC=2)C2C=CC=CC=2)C=CC=CC=1.C1(P(C2C=CC=CC=2)C2C=CC=CC=2)C=CC=CC=1>[O:14]=[C:12]1[N:11]([C:15]2[CH:20]=[CH:19][CH:18]=[C:17]([C:21]([F:23])([F:24])[F:22])[CH:16]=2)[C:10]2[CH2:25][CH2:26][C:27](=[O:28])[C:9]=2[CH:8]([C:5]2[CH:4]=[CH:3][C:2]([C:29]#[N:30])=[N:7][CH:6]=2)[NH:13]1 |f:2.3.4,5.6.7.8.9|. Reported procedure: Under an atmosphere of argon, a mixture of 4-(6-chloropyridin-3-yl)-1-(3-(trifluoro-methyl)phenyl)-3,4,6,7-tetrahydro-1H-cyclopenta[d]pyrimidine-2,5-dione (intermediate 11, a) 120 mg, 294 μmol), zinc cyanide (59 mg, 0.50 mmol) and tetrakis(triphenylphosphine)-palladium(0) (34 mg, 29 μmol) in N,N-dimethylformamide (2 mL) is heated at 110° C. for 24 h. The reaction mixture is cooled to room temperature and then purified by preparative reversed phase HPLC (Waters Xbridge™-C18, gradient of acetonitr... Reactants: C1(CC1)[C@]1(C(N(CC1)C1=NC(=NC=C1)NC=1C=NN(C1)C(CO)(C)C)=O)C#N ((3S)-3-cyclopropyl-1-(2-((1-(1-hydroxy-2-methylpropan-2-yl)-1H-pyrazol-4-yl)amino)pyrimidin-4-yl)-2-oxopyrrolidine-3-carbonitrile), [BH4-].[Na+] (sodium borohydride), C(O)([O-])=O.[Na+] (sodium hydrogen carbonate). The reagents and catalysts are O.O.O.O.O.O.[Co](Cl)Cl (cobalt(II) chloride hexahydrate). Solvent: CO (methanol). Reaction conditions: time 4 hour. Product: NC[C@@]1(C(N(CC1)C1=NC(=NC=C1)NC=1C=NN(C1)C(CO)(C)C)=O)C1CC1 ((3S)-3-(aminomethyl)-3-cyclopropyl-1-(2-((1-(1-hydroxy-2-methylpropan-2-yl)-1H-pyrazol-4-yl)amino)pyrimidin-4-yl)pyrrolidin-2-one). The yield is 20.8%. As a reaction SMILES: [CH:1]1([C@:4]2([C:27]#[N:28])[CH2:8][CH2:7][N:6]([C:9]3[CH:14]=[CH:13][N:12]=[C:11]([NH:15][C:16]4[CH:17]=[N:18][N:19]([C:21]([CH3:25])([CH3:24])[CH2:22][OH:23])[CH:20]=4)[N:10]=3)[C:5]2=[O:26])[CH2:3][CH2:2]1.[BH4-].[Na+].C(=O)([O-])O.[Na+]>CO.O.O.O.O.O.O.[Co](Cl)Cl>[NH2:28][CH2:27][C@@:4]1([CH:1]2[CH2:3][CH2:2]2)[CH2:8][CH2:7][N:6]([C:9]2[CH:14]=[CH:13][N:12]=[C:11]([NH:15][C:16]3[CH:17]=[N:18][N:19]([C:21]([CH3:25])([CH3:24])[CH2:22][OH:23])[CH:20]=3)[N:10]=2)[C:5]1=[O:26] |f:1.2,3.4,6.7.8.9.10.11.12|. Procedure details: To a solution of (3S)-3-cyclopropyl-1-(2-((1-(1-hydroxy-2-methylpropan-2-yl)-1H-pyrazol-4-yl)amino)pyrimidin-4-yl)-2-oxopyrrolidine-3-carbonitrile (400 mg) obtained in Step I of Example 103 and cobalt(II) chloride hexahydrate (1.0 g) in methanol (6.0 mL) was added sodium borohydride (400 mg), and the mixture was stirred at room temperature for 4 hr. To the reaction mixture was added saturated aqueous sodium hydrogen carbonate solution in an ice bath, and the mixture was extracted with ethyl acet... Reactants: CC(C)(C)OC(=O)N1CCC(=O)CC1, C1CCOC1, CC(C)[N-]C(C)C, COP(=O)(Cc1ccc2nc(Cl)nc(N3CCOCC3)c2n1)OC, [Li+]. Yields the product CC(C)(C)OC(=O)N1CCC(=Cc2ccc3nc(Cl)nc(N4CCOCC4)c3n2)CC1. Reaction SMILES: [C:33](=[O:34])([O:35][C:36]([CH3:37])([CH3:38])[CH3:39])[N:40]1[CH2:41][CH2:42][C:43](=[O:46])[CH2:44][CH2:45]1.[CH2:47]1[O:48][CH2:49][CH2:50][CH2:51]1.[CH:25]([N-:26][CH:27]([CH3:28])[CH3:29])([CH3:30])[CH3:31].[Cl:1][c:2]1[n:3][c:4]([N:19]2[CH2:20][CH2:21][O:22][CH2:23][CH2:24]2)[c:5]2[c:6]([n:7]1)[cH:8][cH:9][c:10]([CH2:12][P:13](=[O:14])([O:15][CH3:16])[O:17][CH3:18])[n:11]2.[Li+:32]>>[Cl:1][c:2]1[n:3][c:4]([N:19]2[CH2:20][CH2:21][O:22][CH2:23][CH2:24]2)[c:5]2[c:6]([n:7]1)[cH:8][cH:9][c:10]([CH:12]=[C:43]1[CH2:42][CH2:41][N:40]([C:33](=[O:34])[O:35][C:36]([CH3:37])([CH3:38])[CH3:39])[CH2:45][CH2:44]1)[n:11]2. The yield is 97.1%. RXN SMILES: [NH2:1][C:2](=[N:4][C:5]1[S:6][CH:7]=[C:8]([C:10]2[CH:15]=[CH:14][N:13]=[C:12]([CH2:16][N:17]3C(=O)C4=CC=CC=C4C3=O)[CH:11]=2)[N:9]=1)[NH2:3].O.NN>C(O)C>[NH2:17][CH2:16][C:12]1[CH:11]=[C:10]([C:8]2[N:9]=[C:5]([N:4]=[C:2]([NH2:3])[NH2:1])[S:6][CH:7]=2)[CH:15]=[CH:14][N:13]=1 |f:1.2|. Starting materials: NC(N)=NC=1SC=C(N1)C1=CC(=NC=C1)CN1C(C=2C(C1=O)=CC=CC2)=O (2-(diaminomethyleneamino)-4-(2-phthalimidomethylpyridin-4-yl)thiazole), O.NN (hydrazine hydrate). Product: NCC1=NC=CC(=C1)C=1N=C(SC1)N=C(N)N (4-(2-aminomethylpyridin-4-yl)-2-(diaminomethyleneamino)thiazole). The solvent is C(C)O (ethanol). Procedure: A mixture of 2-(diaminomethyleneamino)-4-(2-phthalimidomethylpyridin-4-yl)thiazole (1.57 g) and hydrazine hydrate (0.63 g) in ethanol (25 ml) was refluxed for two hours. The resulting precipitate was filtered off and washed with methanol (20 ml). The two organic layer was combined and evaporated in vacuo to give 4-(2-aminomethylpyridin-4-yl)-2-(diaminomethyleneamino)thiazole (1.00 g). The reactants are [BH3-]C#N, CO, CC(=O)O, CC(=O)C(Cc1ccc(Cl)cc1)C(=O)OCc1ccccc1, ClCCl, N, [Na+]. Product: CC(N)C(Cc1ccc(Cl)cc1)C(=O)OCc1ccccc1. Reaction SMILES: [C:24](#[N:25])[BH3-:26].[CH3:31][OH:32].[CH3:33][C:34](=[O:35])[OH:36].[Cl:1][c:2]1[cH:3][cH:4][c:5]([CH2:6][CH:7]([C:8](=[O:9])[O:10][CH2:11][c:12]2[cH:13][cH:14][cH:15][cH:16][cH:17]2)[C:18]([CH3:19])=[O:20])[cH:21][cH:22]1.[Cl:28][CH2:29][Cl:30].[NH3:23].[Na+:27]>>[Cl:1][c:2]1[cH:3][cH:4][c:5]([CH2:6][CH:7]([C:8](=[O:9])[O:10][CH2:11][c:12]2[cH:13][cH:14][cH:15][cH:16][cH:17]2)[CH:18]([CH3:19])[NH2:25])[cH:21][cH:22]1. The reactants are NC1=NNC=C1C#N (3-aminopyrazole-4-carbonitrile), CN(C=C(C(=O)C1=CC(=CC=C1)C(F)(F)F)C)C (3-dimethylamino-2-methyl-3'-(trifluoromethyl)acrylophenone). The solvent is C(C)(=O)O (acetic acid). The product is CC=1C=NC=2N(C1C=1C=C(C=CC1)C(F)(F)F)N=CC2C#N (6-Methyl-7-(α,α,α-trifluoro-m-tolyl)pyrazolo[1,5-a]pyrimidine-3-carbonitrile). As a reaction SMILES: [NH2:1][C:2]1[C:6]([C:7]#[N:8])=[CH:5][NH:4][N:3]=1.CN(C)[CH:11]=[C:12]([CH3:25])[C:13]([C:15]1[CH:20]=[CH:19][CH:18]=[C:17]([C:21]([F:24])([F:23])[F:22])[CH:16]=1)=O>C(O)(=O)C>[CH3:25][C:12]1[CH:11]=[N:1][C:2]2[N:3]([N:4]=[CH:5][C:6]=2[C:7]#[N:8])[C:13]=1[C:15]1[CH:16]=[C:17]([C:21]([F:22])([F:23])[F:24])[CH:18]=[CH:19][CH:20]=1. Reported procedure: A mixture of 1.08 g. of 3-aminopyrazole-4-carbonitrile, 25 ml. of glacial acetic acid and 2.57 g. of 3-dimethylamino-2-methyl-3'-(trifluoromethyl)acrylophenone is refluxed for 8 hours and then evaporated to a crystalline solid. A methylene chloride solution of this solid is treated as described in Example 1, giving the desired product, m.p. 191°-193° C. The reactants are ClCCl, C=CC(O)c1ccc(C(=O)OC)cc1, CC(=O)OC(C)=O, c1ccncc1. Yields the product C=CC(OC(C)=O)c1ccc(C(=O)OC)cc1. As a reaction SMILES: [CH2:28]([Cl:29])[Cl:30].[CH3:1][O:2][C:3]([c:4]1[cH:5][cH:6][c:7]([CH:10]([CH:11]=[CH2:12])[OH:13])[cH:8][cH:9]1)=[O:14].[CH3:21][C:22](=[O:23])[O:24][C:25](=[O:26])[CH3:27].[cH:15]1[cH:16][cH:17][n:18][cH:19][cH:20]1>>[CH3:1][O:2][C:3]([c:4]1[cH:5][cH:6][c:7]([CH:10]([CH:11]=[CH2:12])[O:13][C:22]([CH3:21])=[O:23])[cH:8][cH:9]1)=[O:14]. Starting materials: FC(C=1C=C(C=C(C1)C(F)(F)F)[C@@H]1[C@@H](NC(O1)=O)C)(F)F ((4S,5R)-5-[3,5-bis(trifluoromethyl)phenyl]-4-methyl-1,3-oxazolidin-2-one), FC(C=1C=C(C=C(C1)C(F)(F)F)[C@@H]1[C@@H](NC(O1)=O)C)(F)F ((4S,5R)-5-[3,5-bis(trifluoromethyl)phenyl]-4-methyl-1,3-oxazolidin-2-one), C[Si](C)(C)[N-][Si](C)(C)C.[Na+] (NaHMDS), CS(=O)(=O)OCC1=CC(=NC=C1Br)Cl ((5-bromo-2-chloropyridin-4-yl)methyl methanesulfonate), CS(=O)(=O)OCC1=CC(=NC=C1Br)Cl ((5-bromo-2-chloropyridin-4-yl)methyl methanesulfonate). Run in CN(C)C=O (DMF), CN(C)C=O (DMF). Run at temperature -20 celsius, time 20 minute. Product: FC(C=1C=C(C=C(C1)C(F)(F)F)[C@@H]1[C@@H](N(C(O1)=O)CC1=CC(=NC=C1Br)Cl)C)(F)F ((4S,5R)-5-[3,5-Bis(trifluoromethyl)phenyl]-3-[(5-bromo-2-chloropyridin-4-yl)methyl]-4-methyl-1,3-oxazolidin-2-one). As a reaction SMILES: [F:1][C:2]([F:21])([F:20])[C:3]1[CH:4]=[C:5]([C@H:13]2[O:17][C:16](=[O:18])[NH:15][C@H:14]2[CH3:19])[CH:6]=[C:7]([C:9]([F:12])([F:11])[F:10])[CH:8]=1.C[Si]([N-][Si](C)(C)C)(C)C.[Na+].CS(O[CH2:37][C:38]1[C:43]([Br:44])=[CH:42][N:41]=[C:40]([Cl:45])[CH:39]=1)(=O)=O>CN(C=O)C>[F:21][C:2]([F:1])([F:20])[C:3]1[CH:4]=[C:5]([C@H:13]2[O:17][C:16](=[O:18])[N:15]([CH2:37][C:38]3[C:43]([Br:44])=[CH:42][N:41]=[C:40]([Cl:45])[CH:39]=3)[C@H:14]2[CH3:19])[CH:6]=[C:7]([C:9]([F:10])([F:11])[F:12])[CH:8]=1 |f:1.2|. Procedure: A solution of (4S,5R)-5-[3,5-bis(trifluoromethyl)phenyl]-4-methyl-1,3-oxazolidin-2-one (INTERMEDIATE 4, 1.305 g, 4.17 mmol) in 30 mL of DMF was cooled to −20° C. NaHMDS (1.0 M, 4.17 ml, 4.17 mmol) was added and the reaction was stirred at −20° C. for 20 minutes. Next, a solution of (5-bromo-2-chloropyridin-4-yl)methyl methanesulfonate (INTERMEDIATE 28, 1.2522 g, 4.17 mmol) in 5 mL of DMF was added and the solution turned brown. The reaction was warmed to 0° C. by switching to an ice/water bath a... Reactants: CC(C)c1nn(CCl)cc1Br, O=C([O-])[O-], CN(C)C=O, Cl, N#CC(C#N)CCC(F)(F)F, [K+], [K+], O. Yields the product CC(C)c1nn(CC(C#N)(C#N)CCC(F)(F)F)cc1Br. As a reaction SMILES: [Br:2][c:3]1[c:4]([CH:10]([CH3:11])[CH3:12])[n:5][n:6]([CH2:8][Cl:9])[cH:7]1.[C:24](=[O:25])([O-:26])[O-:27].[CH3:31][N:32]([CH3:33])[CH:34]=[O:35].[ClH:1].[F:13][C:14]([CH2:15][CH2:16][CH:17]([C:18]#[N:19])[C:20]#[N:21])([F:22])[F:23].[K+:28].[K+:29].[OH2:30]>>[Br:2][c:3]1[c:4]([CH:10]([CH3:11])[CH3:12])[n:5][n:6]([CH2:8][C:17]([CH2:16][CH2:15][C:14]([F:13])([F:22])[F:23])([C:18]#[N:19])[C:20]#[N:21])[cH:7]1.